describe an organic reaction: reactants, conditions, products, and yield From a dataset of the Open Reaction Database (ORD), a public repository of structured organic reaction records. Reactants: C(CCCCCCCCCCCC)OC(=O)Cl (tridecylchloroformate), C1=CC=C2C(=C1)NC(=N2)C3=NC4=CC=CC=C4N3 (2,2'-bibenzimidazole). Product: C(CCCCCCCCCCCC)OC(=O)N1C(=NC2=C1C=CC=C2)C2=NC1=C(N2C(=O)OCCCCCCCCCCCCC)C=CC=C1 (1,1'-bis(tridecyloxycarbonyl)-2,2'-bibenzimidazole). As a reaction SMILES: [CH2:1]([O:14][C:15](Cl)=[O:16])[CH2:2][CH2:3][CH2:4][CH2:5][CH2:6][CH2:7][CH2:8][CH2:9][CH2:10][CH2:11][CH2:12][CH3:13].[CH:18]1[CH:23]=[C:22]2[NH:24][C:25]([C:27]3[NH:35][C:34]4[C:29](=[CH:30][CH:31]=[CH:32][CH:33]=4)[N:28]=3)=[N:26][C:21]2=[CH:20][CH:19]=1>>[CH2:1]([O:14][C:15]([N:35]1[C:34]2[CH:33]=[CH:32][CH:31]=[CH:30][C:29]=2[N:28]=[C:27]1[C:25]1[N:24]([C:15]([O:14][CH2:1][CH2:2][CH2:3][CH2:4][CH2:5][CH2:6][CH2:7][CH2:8][CH2:9][CH2:10][CH2:11][CH2:12][CH3:13])=[O:16])[C:22]2[CH:23]=[CH:18][CH:19]=[CH:20][C:21]=2[N:26]=1)=[O:16])[CH2:2][CH2:3][CH2:4][CH2:5][CH2:6][CH2:7][CH2:8][CH2:9][CH2:10][CH2:11][CH2:12][CH3:13]. Procedure: Following the procedure of Example 2, tridecylchloroformate was reacted with 2,2'-bibenzimidazole to give 1,1'-bis(tridecyloxycarbonyl)-2,2'-bibenzimidazole in 86% purity.